This data is from the Open Reaction Database (ORD), a public repository of structured organic reaction records. The task is: describe an organic reaction: reactants, conditions, products, and yield Yield: 72.5%. Starting materials: NCCCOC1=C(C(=O)NC=2C(=NC=CC2)C(=O)NC2=NC=C(C=C2)Cl)C=CC(=C1)S(=O)C (3-[2-(3-aminopropoxy)-4-methylsulfinyl-benzoylamino]-N-(5-chloropyridin-2-yl)pyridine-2-carboxamide), CN(C)C=O (DMF), C(=O)([O-])[O-].[K+].[K+] (K2CO3), BrCCCCBr (1,4-dibromobutane). Reported procedure: To a mixture of 3-[2-(3-aminopropoxy)-4-methylsulfinyl-benzoylamino]-N-(5-chloropyridin-2-yl)pyridine-2-carboxamide (650 mg, 1.33 mmol), DMF (10 mL) and K2CO3 (552 mg, 4.0 mmol) was added 1,4-dibromobutane (0.16 mL, 1.33 mmol) and the mixture was heated to 80° C. for 5 h. The reaction mixture was cooled, diluted with EtOAc and water, and partitioned. The organic layer was concentrated and chromatographed (250 g of SiO2, CH2Cl2 to 5% of 2 M NH3/MeOH in CH2Cl2) to give impure product. This materia... Solvent: CCOC(=O)C (EtOAc), O (water), CC#N (CH3CN), CC#N (CH3CN). Product: Cl.ClC=1C=CC(=NC1)NC(=O)C1=NC=CC=C1NC(C1=C(C=C(C=C1)S(=O)C)OCCCN1CCCC1)=O (N-(5-Chloropyridin-2-yl)-3-[4-methylsulfinyl-2-[3-(1-pyrrolidinyl)propoxy]benzoylamino]pyridine-2-carboxamide Hydrochloride). Reaction conditions: temperature 80 celsius. Reaction SMILES: [NH2:1][CH2:2][CH2:3][CH2:4][O:5][C:6]1[CH:30]=[C:29]([S:31]([CH3:33])=[O:32])[CH:28]=[CH:27][C:7]=1[C:8]([NH:10][C:11]1[C:12]([C:17]([NH:19][C:20]2[CH:25]=[CH:24][C:23]([Cl:26])=[CH:22][N:21]=2)=[O:18])=[N:13][CH:14]=[CH:15][CH:16]=1)=[O:9].CN(C=O)C.C([O-])([O-])=O.[K+].[K+].Br[CH2:46][CH2:47][CH2:48][CH2:49]Br>CCOC(C)=O.O.CC#N>[ClH:26].[Cl:26][C:23]1[CH:24]=[CH:25][C:20]([NH:19][C:17]([C:12]2[C:11]([NH:10][C:8](=[O:9])[C:7]3[CH:27]=[CH:28][C:29]([S:31]([CH3:33])=[O:32])=[CH:30][C:6]=3[O:5][CH2:4][CH2:3][CH2:2][N:1]3[CH2:49][CH2:48][CH2:47][CH2:46]3)=[CH:16][CH:15]=[CH:14][N:13]=2)=[O:18])=[N:21][CH:22]=1 |f:2.3.4,9.10|. The reactants are COC(CBr)OC, CN(C)C=O, COC(=O)CC#N, [H-], [Na+], c1ccccc1. Product: COC(=O)C(C#N)CC(OC)OC. As a reaction SMILES: [CH3:10][O:11][CH:12]([CH2:13][Br:14])[O:15][CH3:16].[CH3:17][N:18]([CH3:19])[CH:20]=[O:21].[CH3:3][O:4][C:5](=[O:6])[CH2:7][C:8]#[N:9].[H-:1].[Na+:2].[cH:22]1[cH:23][cH:24][cH:25][cH:26][cH:27]1>>[CH3:3][O:4][C:5](=[O:6])[CH:7]([C:8]#[N:9])[CH2:13][CH:12]([O:11][CH3:10])[O:15][CH3:16]. Reactants: CC(=O)OCC(=O)Cl, CC#N, CC(C)(O)CNc1c(N)cnc2cc(OCc3ccccc3)ccc12. Product: Cl, CC(=O)OCC(=O)Nc1cnc2cc(OCc3ccccc3)ccc2c1NCC(C)(C)O. RXN SMILES: [C:26]([CH3:27])(=[O:28])[O:29][CH2:30][C:31](=[O:32])[Cl:33].[CH3:34][C:35]#[N:36].[NH2:1][c:2]1[cH:3][n:4][c:5]2[cH:6][c:7]([O:18][CH2:19][c:20]3[cH:21][cH:22][cH:23][cH:24][cH:25]3)[cH:8][cH:9][c:10]2[c:11]1[NH:12][CH2:13][C:14]([CH3:15])([OH:16])[CH3:17]>>[ClH:33].[NH:1]([c:2]1[cH:3][n:4][c:5]2[cH:6][c:7]([O:18][CH2:19][c:20]3[cH:21][cH:22][cH:23][cH:24][cH:25]3)[cH:8][cH:9][c:10]2[c:11]1[NH:12][CH2:13][C:14]([CH3:15])([OH:16])[CH3:17])[C:31]([CH2:30][O:29][C:26]([CH3:27])=[O:28])=[O:32]. Reported procedure: N-Ethyl-N-pyrrolidin-3-ylacetamide was reacted with 4-fluoronitrobenzene, the resulting nitro compound was reduced with hydrogen and finally the aniline was reacted with CDI and 4-cyclopentyloxyaniline by method A, B and C. This resulted in the product with the molecular weight of 450.59 (C26H34N4O3); MS (ESI): 451 (M+H+). Reaction SMILES: [CH2:1]([N:3]([CH:7]1[CH2:11][CH2:10][NH:9][CH2:8]1)[C:4](=[O:6])[CH3:5])[CH3:2].F[C:13]1[CH:18]=CC([N+]([O-])=O)=[CH:15][CH:14]=1.[H][H].NC1C=CC=CC=1.[CH:31]1N=C[N:33]([C:36]([N:38]2C=N[CH:40]=[CH:39]2)=[O:37])[CH:32]=1.[CH:43]1([O:48][C:49]2[CH:55]=[CH:54]C(N)=C[CH:50]=2)[CH2:47][CH2:46][CH2:45][CH2:44]1>>[CH:43]1([O:48][C:49]2[CH:50]=[CH:40][C:39]([NH:38][C:36](=[O:37])[NH:33][C:32]3[CH:31]=[CH:15][C:14]([N:9]4[CH2:10][CH2:11][CH:7]([N:3]([CH2:1][CH3:2])[C:4](=[O:6])[CH3:5])[CH2:8]4)=[CH:13][CH:18]=3)=[CH:54][CH:55]=2)[CH2:44][CH2:45][CH2:46][CH2:47]1. Reactants: NC1=CC=CC=C1 (aniline), C1=CN(C=N1)C(=O)N2C=CN=C2 (CDI), C1(CCCC1)OC1=CC=C(N)C=C1 (4-cyclopentyloxyaniline), [H][H] (hydrogen), C(C)N(C(C)=O)C1CNCC1 (N-Ethyl-N-pyrrolidin-3-ylacetamide), FC1=CC=C(C=C1)[N+](=O)[O-] (4-fluoronitrobenzene), nitro. Product: C1(CCCC1)OC1=CC=C(C=C1)NC(NC1=CC=C(C=C1)N1CC(CC1)N(C(C)=O)CC)=O (N-(1-{4-[3-(4-Cyclopentyloxyphenyl)ureido]phenyl}pyrrolidin-3-yl)-N-ethylacetamide). The reactants are NC(CO)(C)C (2-amino-2-methylpropanol), C(C)(=O)OCC (ethyl acetate), C(C1=CC=CC=C1)OC(=O)Cl (benzyloxycarbonyl chloride), C([O-])([O-])=O.[K+].[K+] (potassium carbonate). The solvent is O (water). Yields the product C(C1=CC=CC=C1)OC(=O)NC(CO)(C)C (2-Benzyloxycarbonylamino-2-methylpropanol). The yield is 100.3%. As a reaction SMILES: [NH2:1][C:2]([CH3:6])([CH3:5])[CH2:3][OH:4].[CH2:7]([O:14][C:15](Cl)=[O:16])[C:8]1[CH:13]=[CH:12][CH:11]=[CH:10][CH:9]=1.C(=O)([O-])[O-].[K+].[K+].C(OCC)(=O)C>O>[CH2:7]([O:14][C:15]([NH:1][C:2]([CH3:6])([CH3:5])[CH2:3][OH:4])=[O:16])[C:8]1[CH:13]=[CH:12][CH:11]=[CH:10][CH:9]=1 |f:2.3.4|. Procedure: A procedure similar to that described in Preparation 7 was repeated, except that 7.00 g of 2-amino-2-methylpropanol, 13.47 g of benzyloxycarbonyl chloride, 13.13 g of potassium carbonate, 35 ml of ethyl acetate and 35 ml of water were used, to give 17.59 g of the title compound having an Rf value of 0.72 (on silica gel thin layer chromatography, using a 3:1 by volume mixture of ethyl acetate and hexane as the developing solvent). The reactants are C1=CC=CC=2CN(CC3=C(C21)C=CC=C3)C#N (5,7-dihydro-6H-dibenz[c,e]azepine-6-carbonitrile), C(CCCCCCC)O (1-octanol). The product is C1=CC=CC=2CN(CC3=C(C21)C=CC=C3)C(OCCCCCCCC)=N (octyl 5,7-dihydro-6H-dibenz[c,e]azepine-6-carboximidate). Reaction SMILES: [CH:1]1[C:11]2[C:10]3[CH:12]=[CH:13][CH:14]=[CH:15][C:9]=3[CH2:8][N:7]([C:16]#[N:17])[CH2:6][C:5]=2[CH:4]=[CH:3][CH:2]=1.[CH2:18]([OH:26])[CH2:19][CH2:20][CH2:21][CH2:22][CH2:23][CH2:24][CH3:25]>>[CH:1]1[C:11]2[C:10]3[CH:12]=[CH:13][CH:14]=[CH:15][C:9]=3[CH2:8][N:7]([C:16](=[NH:17])[O:26][CH2:18][CH2:19][CH2:20][CH2:21][CH2:22][CH2:23][CH2:24][CH3:25])[CH2:6][C:5]=2[CH:4]=[CH:3][CH:2]=1. Reported procedure: starting from 5,7-dihydro-6H-dibenz[c,e]azepine-6-carbonitrile and 1-octanol there is obtained octyl 5,7-dihydro-6H-dibenz[c,e]azepine-6-carboximidate as a resinous product, 1H-NMR(CDCl3): 0.88 (t, CH3), 1.0-2.0 (12H), 4.15 (t, OCH2), 4.23 (s, 4H), 4.87 (broad s, NH), 7.3-7.7 (8H); Reaction SMILES: [Br:1][c:2]1[n:3][n:4]([CH:12]2[CH2:13][CH2:14][C:15]3([O:16][CH2:17][CH2:18][O:19]3)[CH2:20][CH2:21]2)[c:5]2[n:6][cH:7][n:8][c:9]([Cl:11])[c:10]12.[NH3:22].[O:23]1[CH2:24][CH2:25][O:26][CH2:27][CH2:28]1>>[Br:1][c:2]1[n:3][n:4]([CH:12]2[CH2:13][CH2:14][C:15]3([O:16][CH2:17][CH2:18][O:19]3)[CH2:20][CH2:21]2)[c:5]2[n:6][cH:7][n:8][c:9]([NH2:22])[c:10]12. The product is Nc1ncnc2c1c(Br)nn2C1CCC2(CC1)OCCO2. Reactants: Clc1ncnc2c1c(Br)nn2C1CCC2(CC1)OCCO2, N, C1COCCO1. Starting materials: Fc1ccc(Br)cn1, CC(C)(C)OC(=O)NC1CCNC1, O=C([O-])[O-], Cc1ccccc1, [Cs+], [Cs+]. Yields the product CC(C)(C)OC(=O)NC1CCN(c2ccc(F)nc2)C1. RXN SMILES: [Br:14][c:15]1[cH:16][cH:17][c:18]([F:21])[n:19][cH:20]1.[C:1]([CH3:2])([CH3:3])([CH3:4])[O:5][C:6]([NH:7][CH:8]1[CH2:9][NH:10][CH2:11][CH2:12]1)=[O:13].[C:22](=[O:23])([O-:24])[O-:25].[CH3:28][c:29]1[cH:30][cH:31][cH:32][cH:33][cH:34]1.[Cs+:26].[Cs+:27]>>[C:1]([CH3:2])([CH3:3])([CH3:4])[O:5][C:6]([NH:7][CH:8]1[CH2:9][N:10]([c:15]2[cH:16][cH:17][c:18]([F:21])[n:19][cH:20]2)[CH2:11][CH2:12]1)=[O:13]. Starting materials: CCO, CCCCCCCCCCOc1ccc(C(=O)OC)cc1C(C)(C)C, CO, [K+], [OH-], O. Product: CCCCCCCCCCOc1ccc(C(=O)O)cc1C(C)(C)C. Reaction SMILES: [CH2:30]([OH:31])[CH3:32].[CH3:1][O:2][C:3]([c:4]1[cH:5][c:6]([C:21]([CH3:22])([CH3:23])[CH3:24])[c:7]([O:10][CH2:11][CH2:12][CH2:13][CH2:14][CH2:15][CH2:16][CH2:17][CH2:18][CH2:19][CH3:20])[cH:8][cH:9]1)=[O:25].[CH3:28][OH:29].[K+:27].[OH-:26].[OH2:33]>>[O:2]=[C:3]([c:4]1[cH:5][c:6]([C:21]([CH3:22])([CH3:23])[CH3:24])[c:7]([O:10][CH2:11][CH2:12][CH2:13][CH2:14][CH2:15][CH2:16][CH2:17][CH2:18][CH2:19][CH3:20])[cH:8][cH:9]1)[OH:25]. Starting materials: aqueous solution, [OH-].[Na+] (sodium hydroxide), COC1=CC=C(C=C1)C(C(CC(=O)C=1N(C=CC1)S(=O)(=O)C1=CC=CC=C1)C1=CC=C(C=C1)OC)=O (1,2-di-(4-methoxyphenyl)-4-(1-benzenesulfonyl -2-pyrrolyl)-1,4-butanedione). The solvent is CC(=O)C (acetone). The product is COC1=CC=C(C=C1)C(C(CC(=O)C=1NC=CC1)C1=CC=C(C=C1)OC)=O (1,2-di-(4-methoxyphenyl)-4-(2-pyrrolyl)-1,4-butanedione). Isolated yield 87.8%. RXN SMILES: [OH-].[Na+].[CH3:3][O:4][C:5]1[CH:10]=[CH:9][C:8]([C:11](=[O:38])[CH:12]([C:30]2[CH:35]=[CH:34][C:33]([O:36][CH3:37])=[CH:32][CH:31]=2)[CH2:13][C:14]([C:16]2[N:17](S(C3C=CC=CC=3)(=O)=O)[CH:18]=[CH:19][CH:20]=2)=[O:15])=[CH:7][CH:6]=1>CC(C)=O>[CH3:3][O:4][C:5]1[CH:6]=[CH:7][C:8]([C:11](=[O:38])[CH:12]([C:30]2[CH:31]=[CH:32][C:33]([O:36][CH3:37])=[CH:34][CH:35]=2)[CH2:13][C:14]([C:16]2[NH:17][CH:18]=[CH:19][CH:20]=2)=[O:15])=[CH:9][CH:10]=1 |f:0.1|. Reported procedure: 30 ml of 1N aqueous solution of sodium hydroxide was added to a suspension of Compound 1 (3.0 g) according to Example 1 in acetone (60 ml), and the mixture was heated under reflux for 16 hours with stirring. After cooling, the acetone was removed by evaporation under reduced pressure and the resulting residue was diluted with water and extracted with ethyl acetate. The extract was washed with water and dried over anhydrous magnesium sulfate. The solvent was removed by evaporation under reduced p...